This data is from the Open Reaction Database (ORD), a public repository of structured organic reaction records. The task is: describe an organic reaction: reactants, conditions, products, and yield Reaction conditions: temperature 80 celsius. Product: Cl.C(C1=CC=CC=C1)OC1=C(C=C2C(=NC=NC2=C1)NC1=C(C(=CC=C1)Cl)F)OC (7-(benzyloxy)-N-(3-chloro-2-fluorophenyl)-6-methoxyquinazolin-4-amine hydrochloride). RXN SMILES: Cl.[CH2:2]([O:9][C:10]1[CH:19]=[C:18]2[C:13]([C:14]([Cl:20])=[N:15][CH:16]=[N:17]2)=[CH:12][C:11]=1[O:21][CH3:22])[C:3]1[CH:8]=[CH:7][CH:6]=[CH:5][CH:4]=1.[Cl:23][C:24]1[C:25]([F:31])=[C:26]([CH:28]=[CH:29][CH:30]=1)[NH2:27]>O1CCOCC1.C(#N)C>[ClH:20].[CH2:2]([O:9][C:10]1[CH:19]=[C:18]2[C:13]([C:14]([NH:27][C:26]3[CH:28]=[CH:29][CH:30]=[C:24]([Cl:23])[C:25]=3[F:31])=[N:15][CH:16]=[N:17]2)=[CH:12][C:11]=1[O:21][CH3:22])[C:3]1[CH:8]=[CH:7][CH:6]=[CH:5][CH:4]=1 |f:5.6|. Solvent: C(C)#N (acetonitrile), O1CCOCC1 (Dioxane), C(C)#N (Acetonitrile). Reactants: Cl (HCl), C(C1=CC=CC=C1)OC1=C(C=C2C(=NC=NC2=C1)Cl)OC (7-(benzyloxy)-4-chloro-6-methoxyquinazoline), ClC=1C(=C(N)C=CC1)F (3-chloro-2-fluoroaniline). Yield: 95.7%. Procedure details: 4.0M HCl in Dioxane (4.0 ml) was added to a stirred suspension of 7-(benzyloxy)-4-chloro-6-methoxyquinazoline (60 g, 0.2 mol) [prepared as described in WO98/13354, Example 1] and 3-chloro-2-fluoroaniline (31.96 g, 0.22 mol) in acetonitrile (1200 mL). The reaction mixture was heated at 80° C. for 1 hour then left to stand O/N. Acetonitrile (500 mL) was added and the resulting precipitate filtered, washed with Acetonitrile (3×500 mL) and dried under vacuum to give 7-(benzyloxy)-N-(3-chloro-2-fluor... Starting materials: C(C1=CC=CC=C1)(=O)C=1C(=C2C(=NC1)N(N=C2)CC=2OC=CC2)OCC (5-Benzoyl-4-ethoxy-1-(2-furyl)methyl-1H-pyrazolo[3,4-b]pyridine), [Se](=O)=O (selenium dioxide). The reagents and catalysts are O (water). The solvent is COCCOCCOC (diethyleneglycol dimethyl ether). Yields the product C(C1=CC=CC=C1)(=O)C=1C(=C2C(=NC1)NN=C2)OCC (5-Benzoyl-4-ethoxy-1H-pyrazolo[3,4-b]pyridine). RXN SMILES: [C:1]([C:9]1[C:10]([O:24][CH2:25][CH3:26])=[C:11]2[CH:17]=[N:16][N:15](CC3OC=CC=3)[C:12]2=[N:13][CH:14]=1)(=[O:8])[C:2]1[CH:7]=[CH:6][CH:5]=[CH:4][CH:3]=1.[Se](=O)=O>O.COCCOCCOC>[C:1]([C:9]1[C:10]([O:24][CH2:25][CH3:26])=[C:11]2[CH:17]=[N:16][NH:15][C:12]2=[N:13][CH:14]=1)(=[O:8])[C:2]1[CH:7]=[CH:6][CH:5]=[CH:4][CH:3]=1. Procedure details: 1.7 g. of 5-Benzoyl-4-ethoxy-1-(2-furyl)methyl-1H-pyrazolo[3,4-b]pyridine (0.005 mol.) are dissolved in 5 ml. of diethyleneglycol dimethyl ether, 1.1 g. of selenium dioxide are added and the mixture is heated with stirring at 160°. After the addition of 1 drop of water, the temperature is maintained for 1 hour. The mixture is filtered hot and 5-benzoyl-4-ethoxy-1H-pyrazolo[3,4-b]pyridine precipitates on cooling. Recrystallization from butanol yields 1 g. (77%). m.p. 195°-197°.